Dataset: the Open Reaction Database (ORD), a public repository of structured organic reaction records. Task: describe an organic reaction: reactants, conditions, products, and yield The reactants are [Mg] (Magnesium), II (iodine), II (I2), C(CC1=CC=CC=C1)Br (phenethyl bromide), [Br-] (bromide), O1CCC(CC1)=O (tetrahydropyran-4-one). The solvent is C1CCOC1 (THF). Reaction conditions: time 30 minute. Yields the product C(CC1=CC=CC=C1)C1(CCOCC1)O (4-Phenethyltetrahydropyran-4-ol). Reaction SMILES: [Mg].II.[CH2:4](Br)[CH2:5][C:6]1[CH:11]=[CH:10][CH:9]=[CH:8][CH:7]=1.[Br-].[O:14]1[CH2:19][CH2:18][C:17](=[O:20])[CH2:16][CH2:15]1>C1COCC1>[CH2:4]([C:17]1([OH:20])[CH2:18][CH2:19][O:14][CH2:15][CH2:16]1)[CH2:5][C:6]1[CH:11]=[CH:10][CH:9]=[CH:8][CH:7]=1. Procedure details: Magnesium turnings (2.34 g, 97.6 mmol) and THF(100 mL) are placed under N2. A small crystal of I2 and a 1 mL portion of phenethyl bromide are added, and the mixture is stirred at rt for 30 min. The reaction mixture is briefly heated with a heat gun until the iodine color is discharged. An exothermic reaction commences. Thereafter, the remaining bromide (10.5 mL, total=11.5 mL, 84.6 mmol) is added at a rate to maintain a gentle reflux (ca. 10 min). When the mixture reaches rt, the reaction appara... The reactants are CS(=O)(=O)OCC(CC1=CC2=C(S1)C=CC(=C2)Br)C2=CC=C(C=C2)OC (3-(5-bromobenzo[b]thien-2-yl)-2-(4-methoxyphenyl)propyl methanesulfonate), [C-]#N.[Na+] (sodium cyanide), C(C)(=O)OCC.C1(=CC=CC=C1)C (ethyl acetate toluene). Solvent: CS(=O)C (dimethyl sulfoxide). Conditions: temperature 80 celsius, time 1 hour. Yields the product BrC1=CC2=C(SC(=C2)C(C(C#N)C2=CC=C(C=C2)OC)C)C=C1 (3-(5-bromobenzo[b]thien-2-yl)-2-(4-methoxyphenyl)butyronitrile). As a reaction SMILES: [C-:1]#[N:2].[Na+].CS(OC[CH:10]([C:22]1[CH:27]=[CH:26][C:25]([O:28][CH3:29])=[CH:24][CH:23]=1)[CH2:11][C:12]1[S:16][C:15]2[CH:17]=[CH:18][C:19]([Br:21])=[CH:20][C:14]=2[CH:13]=1)(=O)=O.[C:30](OCC)(=O)C.C1(C)C=CC=CC=1>CS(C)=O>[Br:21][C:19]1[CH:18]=[CH:17][C:15]2[S:16][C:12]([CH:11]([CH3:30])[CH:10]([C:22]3[CH:23]=[CH:24][C:25]([O:28][CH3:29])=[CH:26][CH:27]=3)[C:1]#[N:2])=[CH:13][C:14]=2[CH:20]=1 |f:0.1,3.4|. Procedure details: 1.2 g of sodium cyanide was dissolved in 30 ml of dimethyl sulfoxide at a temperature of 90° C. To this was gradually added 18.5 g of 3-(5-bromobenzo[b]thien-2-yl)-2-(4-methoxyphenyl)propyl methanesulfonate, followed by stirring at 80° C. for 1 hour. The resulting reaction solution was mixed with an ethyl acetate/toluene mixture, washed with water, and then dried to distill off the solvent. Crystals thus precipitated were washed with ethanol and dried to obtain 5 g of 3-(5-bromobenzo[b]thien-2-y... Starting materials: 4b, ClC1=NC=CC(=C1)S(=O)(=O)N1C[C@]2(CC3=C(C=C2CC1)N(N=C3)C3=CC=C(C=C3)F)COC ((R)-6-(2-chloropyridine-4-sulfonyl)-1-(4-fluorophenyl)-4a-methoxymethyl-4,4a,5,6,7,8-hexahydro-1H-1,2,6-triaza-cyclopenta[b]naphthalene), N1CCCC1 (pyrrolidine). Product: FC1=CC=C(C=C1)N1N=CC2=C1C=C1CCN(C[C@]1(C2)COC)S(=O)(=O)C2=CC(=NC=C2)N2CCCC2 ((R)-1-(4-Fluorophenyl)-4a-methoxymethyl-6-(2-pyrrolidin-1-yl-pyridine-4-sulfonyl)-4,4a,5,6,7,8-hexahydro-1H-1,2,6-triaza-cyclopenta[b]naphthalene). As a reaction SMILES: Cl[C:2]1[CH:7]=[C:6]([S:8]([N:11]2[CH2:20][CH2:19][C:18]3[C@:13]([CH2:31][O:32][CH3:33])([CH2:14][C:15]4[CH:23]=[N:22][N:21]([C:24]5[CH:29]=[CH:28][C:27]([F:30])=[CH:26][CH:25]=5)[C:16]=4[CH:17]=3)[CH2:12]2)(=[O:10])=[O:9])[CH:5]=[CH:4][N:3]=1.[NH:34]1[CH2:38][CH2:37][CH2:36][CH2:35]1>>[F:30][C:27]1[CH:28]=[CH:29][C:24]([N:21]2[C:16]3[CH:17]=[C:18]4[C@:13]([CH2:31][O:32][CH3:33])([CH2:14][C:15]=3[CH:23]=[N:22]2)[CH2:12][N:11]([S:8]([C:6]2[CH:5]=[CH:4][N:3]=[C:2]([N:34]3[CH2:38][CH2:37][CH2:36][CH2:35]3)[CH:7]=2)(=[O:10])=[O:9])[CH2:20][CH2:19]4)=[CH:25][CH:26]=1. Reported procedure: The title compound was prepared by the method of Preparation 4b using (R)-6-(2-chloropyridine-4-sulfonyl)-1-(4-fluorophenyl)-4a-methoxymethyl-4,4a,5,6,7,8-hexahydro-1H-1,2,6-triaza-cyclopenta[b]naphthalene and pyrrolidine. 1H NMR (400 MHz, CHCl3-d): δ 8.30 (d, 1H), 7.44-7.36 (m, 3H), 7.15 (t, 2H), 6.76 (dd, 1H), 6.65 (s, 1H), 6.29 (d, 1H), 4.24-4.13 (m, 1H), 3.91 (dd, 1H), 3.49 (t, 4H), 3.36 (s, 4H), 3.16-3.07 (m, 2H), 2.78-2.68 (m, 1H), 2.59-2.51 (m, 1H), 2.38 (d, 1H), 2.28-2.20 (m, 2H), 2.05 (...